This data is from the Open Reaction Database (ORD), a public repository of structured organic reaction records. The task is: describe an organic reaction: reactants, conditions, products, and yield Reactants: C(N)(=O)C1=CC(=NC(=N1)Cl)NC[C@@H](C(=O)OC)O ((S)-methyl 3-((6-carbamoyl-2-chloropyrimidin-4-yl)amino)-2-hydroxypropanoate), N (ammonia), CO (MeOH). Conditions: temperature 50 celsius. Yields the product NC([C@H](CNC1=CC(=NC(=N1)Cl)C(=O)N)O)=O ((S)-6-((3-amino-2-hydroxy-3-oxopropyl)amino)-2-chloropyrimidine-4-carboxamide). Yield: 94.0%. Reaction SMILES: [C:1]([C:4]1[N:9]=[C:8]([Cl:10])[N:7]=[C:6]([NH:11][CH2:12][C@H:13]([OH:18])[C:14](OC)=[O:15])[CH:5]=1)(=[O:3])[NH2:2].[NH3:19].CO>>[NH2:19][C:14](=[O:15])[C@@H:13]([OH:18])[CH2:12][NH:11][C:6]1[N:7]=[C:8]([Cl:10])[N:9]=[C:4]([C:1]([NH2:2])=[O:3])[CH:5]=1. Reported procedure: A mixture of the (S)-methyl 3-((6-carbamoyl-2-chloropyrimidin-4-yl)amino)-2-hydroxypropanoate (0.421 g, 1.53 mmol) and 7M ammonia in MeOH (10 mL, 70 mmol) were heated in a sealed tube at 50° C. overnight. The precipitated solid was filtered off from the warm reaction mixture, rinsed once with 5 mL MeOH, and air-dried to give (S)-6-((3-amino-2-hydroxy-3-oxopropyl)amino)-2-chloropyrimidine-4-carboxamide as a light tan powder (0.372 g, 1.43 mmol, 94% yield). LC/MS: m/z=260.1 [M+H]+. Reactants: [K+].[Br-] (KBr), ClC=1C=C(C=CC1)C(CNC(CC1=CC2=C(OC(O2)(C(=O)O)C(=O)O)C=C1)C)O (5-{2-[2-(3-chloro-phenyl)-2-hydroxy-ethylamino]-propyl}-benzo[1,3]dioxole-2,2-dicarboxylic acid), C[Si](CCCO)(C)C (3-trimethylsilylpropanol), Cl (HCl). Run in C(Cl)(Cl)Cl (CHCl3). The product is C[Si](CCCOC(=O)C1(OC2=C(O1)C=CC(=C2)CC(C)NCC(O)C2=CC(=CC=C2)Cl)C(=O)OCCC[Si](C)(C)C)(C)C (5-{2-[2-(3-Chloro-phenyl)-2-hydroxy-ethylamino]-propyl}-benzo[1,3]dioxole-2,2-dicarboxylic acid bis-(3-trimethylsilanyl-propyl) ester). Reaction SMILES: [Cl:1][C:2]1[CH:3]=[C:4]([CH:8]([OH:29])[CH2:9][NH:10][CH:11]([CH3:28])[CH2:12][C:13]2[CH:27]=[CH:26][C:16]3[O:17][C:18]([C:23]([OH:25])=[O:24])([C:20]([OH:22])=[O:21])[O:19][C:15]=3[CH:14]=2)[CH:5]=[CH:6][CH:7]=1.[CH3:30][Si:31]([CH3:37])([CH3:36])[CH2:32][CH2:33][CH2:34]O.Cl.[K+].[Br-]>C(Cl)(Cl)Cl>[CH3:30][Si:31]([CH3:37])([CH3:36])[CH2:32][CH2:33][CH2:34][O:24][C:23]([C:18]1([C:20]([O:22][CH2:34][CH2:33][CH2:32][Si:31]([CH3:37])([CH3:36])[CH3:30])=[O:21])[O:17][C:16]2[CH:26]=[CH:27][C:13]([CH2:12][CH:11]([NH:10][CH2:9][CH:8]([C:4]3[CH:5]=[CH:6][CH:7]=[C:2]([Cl:1])[CH:3]=3)[OH:29])[CH3:28])=[CH:14][C:15]=2[O:19]1)=[O:25] |f:3.4|. Reported procedure: The title compound was prepared from 5-{2-[2-(3-chloro-phenyl)-2-hydroxy-ethylamino]-propyl}-benzo[1,3]dioxole-2,2-dicarboxylic acid and 3-trimethylsilylpropanol according to the procedure of Example 30 as a white foam (HCl salt); 1H NMR (CDCl3) δ 0.01 (s, 18H), 0.46 (m, 4H), 1.33 (d, J=6.3 Hz, 3H), 1.70 (m, 4H), 2.80 (m, 1H), 3.18 (m, 2H), 3.46(m 2H), 4.24(t, J=7.0 Hz, 4H), 5.47 (bd, J=9.7 Hz, I H), 5.70 (bs, 1H), 6.80 (m, 3H), 7.25 (m, 2H), 7.43 (s, 1H), 8.70 (bs, 1H), 10.10 (bs, 1H); IR (KBr)... The reactants are CC(C)(C)OC(=O)N1CCCC1CNc1ccnc(Nc2cccc(Cl)c2)n1, ClCCl, O=C(O)C(F)(F)F. Reaction SMILES: [Cl:1][c:2]1[cH:3][c:4]([NH:8][c:9]2[n:10][cH:11][cH:12][c:13]([NH:15][CH2:16][CH:17]3[N:18]([C:22]([O:23][C:24]([CH3:25])([CH3:26])[CH3:27])=[O:28])[CH2:19][CH2:20][CH2:21]3)[n:14]2)[cH:5][cH:6][cH:7]1.[Cl:36][CH2:37][Cl:38].[OH:29][C:30]([C:31]([F:32])([F:33])[F:34])=[O:35]>>[Cl:1][c:2]1[cH:3][c:4]([NH:8][c:9]2[n:10][cH:11][cH:12][c:13]([NH:15][CH2:16][CH:17]3[NH:18][CH2:19][CH2:20][CH2:21]3)[n:14]2)[cH:5][cH:6][cH:7]1. The product is Clc1cccc(Nc2nccc(NCC3CCCN3)n2)c1. The reactants are O=C(Nc1cccc(C(F)(F)F)c1)c1ccccc1NCc1ccnc(Br)c1, CN(C)CCN, c1ccncc1. The product is CN(C)CCNc1cc(CNc2ccccc2C(=O)Nc2cccc(C(F)(F)F)c2)ccn1. Reaction SMILES: [Br:1][c:2]1[n:3][cH:4][cH:5][c:6]([CH2:8][NH:9][c:10]2[c:11]([C:12](=[O:13])[NH:14][c:15]3[cH:16][c:17]([C:21]([F:22])([F:23])[F:24])[cH:18][cH:19][cH:20]3)[cH:25][cH:26][cH:27][cH:28]2)[cH:7]1.[CH3:29][N:30]([CH3:31])[CH2:32][CH2:33][NH2:34].[cH:35]1[cH:36][cH:37][n:38][cH:39][cH:40]1>>[c:2]1([NH:34][CH2:33][CH2:32][N:30]([CH3:29])[CH3:31])[n:3][cH:4][cH:5][c:6]([CH2:8][NH:9][c:10]2[c:11]([C:12](=[O:13])[NH:14][c:15]3[cH:16][c:17]([C:21]([F:22])([F:23])[F:24])[cH:18][cH:19][cH:20]3)[cH:25][cH:26][cH:27][cH:28]2)[cH:7]1. The reactants are CC1CNCCC1 (3-methyl-piperidine), C(C)(=O)O (acetic acid), C(C)(=O)O[BH-](OC(C)=O)OC(C)=O.[Na+] (sodium triacetoxyborohydride), C(=O)C1=CC=C(OC2=NC=C(C(=O)N)C=C2)C=C1 (6-(4-Formyl-phenoxy)-nicotinamide), C(=O)C1=CC=C(OC2=NC=C(C(=O)N)C=C2)C=C1 (6-(4-Formyl-phenoxy)-nicotinamide). Run in C(Cl)Cl (methylene chloride), CO (methanol), ClCCCl (1,2-dichloroethane). Yields the product CC1CN(CCC1)CC1=CC=C(OC2=NC=C(C(=O)N)C=C2)C=C1 ((±)-6-[4-(3-Methyl-piperidin-1-ylmethyl)-phenoxy]-nicotinamide). Isolated yield 29.5%. As a reaction SMILES: [CH3:1][CH:2]1[CH2:7][CH2:6][CH2:5][NH:4][CH2:3]1.[CH:8]([C:10]1[CH:25]=[CH:24][C:13]([O:14][C:15]2[CH:23]=[CH:22][C:18]([C:19]([NH2:21])=[O:20])=[CH:17][N:16]=2)=[CH:12][CH:11]=1)=O.C(O[BH-](OC(=O)C)OC(=O)C)(=O)C.[Na+].C(O)(=O)C>ClCCCl.CO.C(Cl)Cl>[CH3:1][CH:2]1[CH2:7][CH2:6][CH2:5][N:4]([CH2:8][C:10]2[CH:25]=[CH:24][C:13]([O:14][C:15]3[CH:23]=[CH:22][C:18]([C:19]([NH2:21])=[O:20])=[CH:17][N:16]=3)=[CH:12][CH:11]=2)[CH2:3]1 |f:2.3|. Procedure details: Using a method similar to Example 345, using 3-methyl-piperidine (0.0420 g, 0.423 mmol), 6-(4-formyl-phenoxy)-nicotinamide (compound of example 332, step 1) (0.101 g, 0.417 mmol), sodium triacetoxyborohydride (0.129 g, 0.610 mmol), and acetic acid (0.035 mL, 0.611 mmol) in 1,2-dichloroethane (8.0 mL) provides, after silica gel chromatography (10:1→7:3 methylene chloride:methanol), 0.0400 g (29%) of the title compound as a white foam: high resolution mass spectrum (electrospray): m/z calc for C19... Reactants: CN(C([C@@H](CC1=CC2=CC=CC=C2C=C1)NC)=O)CCC=1SC=CC1 ((2R)-N-Methyl-2-(methylamino)-3-(2-naphthyl)-N-(2-(2-thienyl)ethyl)propionamide), C(C)N(C(C)C)C(C)C (Ethyldiisopropylamine), C(C)(C)(C)OC(=O)N(C)C(C/C=C/C(=O)O)(C)C ((2E)-5-(N-(tert-Butoxycarbonyl)-N-methylamino)-5-methylhex-2-enoic acid), ON1N=NC2=C1N=CC=C2 (1-Hydroxy-7-azabenzotriazole), Cl.CN(CCCN=C=NCC)C (N-(3-Dimethylaminopropyl)-N'-ethylcarbodiimide hydrochloride). The solvent is ClCCl (dichloromethane), C(C)(=O)OCC (ethyl acetate), ClCCl (dichloromethane), CN(C=O)C (N,N-dimethylformamide). Reaction conditions: temperature 0 celsius, time 15 minute. The product is C(C)(C)(C)OC(N(C(C\C=C\C(N([C@H](CC1=CC2=CC=CC=C2C=C1)C(N(CCC=1SC=CC1)C)=O)C)=O)(C)C)C)=O (N-methyl-N-((3E)-1,1-dimethyl-4-(N-methyl-N-((1R)-1-(N-methyl-N-(2-(2-thienyl)ethyl)carbamoyl)-2-(2-naphthyl)ethyl)carbamoyl)but-3-enyl)carbamic acid tert-butyl ester). Yield: 80.0%. RXN SMILES: [C:1]([O:5][C:6]([N:8]([C:10]([CH3:18])([CH3:17])[CH2:11]/[CH:12]=[CH:13]/[C:14]([OH:16])=O)[CH3:9])=[O:7])([CH3:4])([CH3:3])[CH3:2].ON1C2N=CC=CC=2N=N1.Cl.CN(C)CCCN=C=NCC.[CH3:41][N:42]([CH2:59][CH2:60][C:61]1[S:62][CH:63]=[CH:64][CH:65]=1)[C:43](=[O:58])[C@H:44]([NH:56][CH3:57])[CH2:45][C:46]1[CH:55]=[CH:54][C:53]2[C:48](=[CH:49][CH:50]=[CH:51][CH:52]=2)[CH:47]=1.C(N(C(C)C)C(C)C)C>ClCCl.CN(C)C=O.C(OCC)(=O)C>[C:1]([O:5][C:6](=[O:7])[N:8]([CH3:9])[C:10]([CH3:18])([CH3:17])[CH2:11]/[CH:12]=[CH:13]/[C:14](=[O:16])[N:56]([CH3:57])[C@@H:44]([C:43](=[O:58])[N:42]([CH3:41])[CH2:59][CH2:60][C:61]1[S:62][CH:63]=[CH:64][CH:65]=1)[CH2:45][C:46]1[CH:55]=[CH:54][C:53]2[C:48](=[CH:49][CH:50]=[CH:51][CH:52]=2)[CH:47]=1)([CH3:2])([CH3:3])[CH3:4] |f:2.3|. Procedure: (2E)-5-(N-(tert-Butoxycarbonyl)-N-methylamino)-5-methylhex-2-enoic acid (146 mg, 0.57 mmol) was dissolved in dichloromethane (2 ml) and N,N-dimethylformamide (2 ml). 1-Hydroxy-7-azabenzotriazole (72 mg, 0.57 mmol) was added as a solid. The solution was cooled to 0° C. N-(3-Dimethylaminopropyl)-N'-ethylcarbodiimide hydrochloride (109 mg, 0.57 mmol) was added. The solution was stirred for 15 min at 0° C. A solution of (2R)-N-Methyl-2-(methylamino)-3-(2-naphthyl)-N-(2-(2-thienyl)ethyl)propionamide ... Reactants: CC=1C=C2OCCN3C=C(N=C3C2=CC1CO)C1=NC=NN1C(C)C ({12-methyl-4-[1-(propan-2-yl)-1H-1,2,4-triazol-5-yl]-9-oxa-3,6-diazatricyclo[8.4.0.02,6]tetradeca-1(14),2,4,10,12-pentaen-13-yl}methanol), IC1=C(C(=O)O)C=CC=C1 (2-iodobenzoic acid). The solvent is CCOC(=O)C (EtOAc). Reaction conditions: temperature 80 celsius. Yields the product CC=1C=C2OCCN3C=C(N=C3C2=CC1C=O)C1=NC=NN1C(C)C (12-methyl-4-[1-(propan-2-yl)-1H-1,2,4-triazol-5-yl]-9-oxa-3,6-diazatricyclo[8.4.0.02,6]tetradeca-1(14),2,4,10,12-pentaene-13-carbaldehyde). Yield: 71.1%. Reaction SMILES: [CH3:1][C:2]1[CH:3]=[C:4]2[C:13](=[CH:14][C:15]=1[CH2:16][OH:17])[C:12]1[N:8]([CH:9]=[C:10]([C:18]3[N:22]([CH:23]([CH3:25])[CH3:24])[N:21]=[CH:20][N:19]=3)[N:11]=1)[CH2:7][CH2:6][O:5]2.IC1C=CC=CC=1C(O)=O>CCOC(C)=O>[CH3:1][C:2]1[CH:3]=[C:4]2[C:13](=[CH:14][C:15]=1[CH:16]=[O:17])[C:12]1[N:8]([CH:9]=[C:10]([C:18]3[N:22]([CH:23]([CH3:25])[CH3:24])[N:21]=[CH:20][N:19]=3)[N:11]=1)[CH2:7][CH2:6][O:5]2. Procedure: To a solution of {12-methyl-4-[1-(propan-2-yl)-1H-1,2,4-triazol-5-yl]-9-oxa-3,6-diazatricyclo[8.4.0.02,6]tetradeca-1(14),2,4,10,12-pentaen-13-yl}methanol (92 mg, 0.271 mmol) in EtOAc (10 mL) was added 2-iodobenzoic acid (304 mg, 1.086 mmol). The mixture was heated at 80° C. overnight. The solid was filtered, the filtrate was concentrated and purified by silica gel chromatography eluting with EtOAc/petroleum ether (1:1) to give 12-methyl-4-[1-(propan-2-yl)-1H-1,2,4-triazol-5-yl]-9-oxa-3,6-diazatr... The reactants are FC1=NC=C(C=C1)B(O)O (2-fluoropyridine-5-boronic acid), FC(C=1C(=NC=C(C1)C1=NN2C(S1)=NC=C2I)N)(F)F (3-(trifluoromethyl)-5-(5-iodoimidazo[2,1-b][1,3,4]thiadiazol-2-yl)pyridin-2-amine), C(=O)([O-])[O-].[Na+].[Na+] (Na2CO3). Reagents/catalysts: Cl[Pd]([P](C1=CC=CC=C1)(C2=CC=CC=C2)C3=CC=CC=C3)([P](C4=CC=CC=C4)(C5=CC=CC=C5)C6=CC=CC=C6)Cl (Pd(Ph3P)2Cl2). Run in O1CCOCC1 (dioxane). Product: FC1=CC=C(C=N1)C1=CN=C2SC(=NN21)C=2C=C(C(=NC2)N)C(F)(F)F (5-[5-(6-Fluoro-pyridin-3-yl)-imidazo[2,1-b][1,3,4]thiadiazol-2-yl]-3-trifluoromethyl-pyridin-2-ylamine). The yield is 53.0%. Reaction SMILES: [F:1][C:2]([F:20])([F:19])[C:3]1[C:4]([NH2:18])=[N:5][CH:6]=[C:7]([C:9]2[S:13][C:12]3=[N:14][CH:15]=[C:16](I)[N:11]3[N:10]=2)[CH:8]=1.[F:21][C:22]1[CH:27]=[CH:26][C:25](B(O)O)=[CH:24][N:23]=1.C([O-])([O-])=O.[Na+].[Na+]>O1CCOCC1.Cl[Pd](Cl)([P](C1C=CC=CC=1)(C1C=CC=CC=1)C1C=CC=CC=1)[P](C1C=CC=CC=1)(C1C=CC=CC=1)C1C=CC=CC=1>[F:21][C:22]1[N:23]=[CH:24][C:25]([C:16]2[N:11]3[C:12]([S:13][C:9]([C:7]4[CH:8]=[C:3]([C:2]([F:20])([F:19])[F:1])[C:4]([NH2:18])=[N:5][CH:6]=4)=[N:10]3)=[N:14][CH:15]=2)=[CH:26][CH:27]=1 |f:2.3.4,^1:45,64|. Procedure: 3-(trifluoromethyl)-5-(5-iodoimidazo[2,1-b][1,3,4]thiadiazol-2-yl)pyridin-2-amine (0.100 g, 0.243 mmol, 1 eq) was dissolved in dioxane (1.5 mL), then 2-fluoropyridine-5-boronic acid (0.055 g, 0.389 mmol, 1.6 eq) was added followed by 2M aq. Na2CO3 (0.5 mL, 4 eq). The suspension was degassed (N2, 15 min) and equipped with an argon balloon. Pd(Ph3P)2Cl2 (0.043 g, 0.061 mmol, 0.25 eq) was quickly added, and the reaction flask was placed in a pre-heated bath (115° C.). After stirring at reflux tempe... RXN SMILES: [CH3:20][C:21]([CH3:22])([O-:23])[CH3:24].[Cl:26][c:27]1[c:28]([N+:36](=[O:37])[O-:38])[cH:29][c:30]([O:33][CH2:34][CH3:35])[cH:31][cH:32]1.[F:1][c:2]1[c:3]([CH:9]2[O:10][c:11]3[cH:12][cH:13][c:14]([OH:19])[cH:15][c:16]3[CH2:17][CH2:18]2)[cH:4][c:5]([F:8])[cH:6][cH:7]1.[K+:25].[O:39]=[CH:40][N:41]([CH3:42])[CH3:43]>>[F:1][c:2]1[c:3]([CH:9]2[O:10][c:11]3[cH:12][cH:13][c:14]([O:19][c:27]4[c:28]([N+:36](=[O:37])[O-:38])[cH:29][c:30]([O:33][CH2:34][CH3:35])[cH:31][cH:32]4)[cH:15][c:16]3[CH2:17][CH2:18]2)[cH:4][c:5]([F:8])[cH:6][cH:7]1. Starting materials: CC(C)(C)[O-], CCOc1ccc(Cl)c([N+](=O)[O-])c1, Oc1ccc2c(c1)CCC(c1cc(F)ccc1F)O2, [K+], CN(C)C=O. Product: CCOc1ccc(Oc2ccc3c(c2)CCC(c2cc(F)ccc2F)O3)c([N+](=O)[O-])c1.